From a dataset of the Open Reaction Database (ORD), a public repository of structured organic reaction records. describe an organic reaction: reactants, conditions, products, and yield Starting materials: CC(C)O, Cc1ccc(NC(=O)c2cccc(C(F)(F)F)c2C)cc1C(=O)Nc1cnc(Cl)nc1, Nc1ccccc1, O=C(O)C(F)(F)F, Nc1cccnc1. Yields the product Cc1ccc(NC(=O)c2cccc(C(F)(F)F)c2C)cc1C(=O)Nc1cnc(Nc2cccnc2)nc1. Reaction SMILES: [CH:53]([OH:54])([CH3:55])[CH3:56].[Cl:1][c:2]1[n:3][cH:4][c:5]([NH:8][C:9](=[O:10])[c:11]2[cH:12][c:13]([NH:18][C:19]([c:20]3[c:21]([CH3:30])[c:22]([C:26]([F:27])([F:28])[F:29])[cH:23][cH:24][cH:25]3)=[O:31])[cH:14][cH:15][c:16]2[CH3:17])[cH:6][n:7]1.[NH2:46][c:47]1[cH:48][cH:49][cH:50][cH:51][cH:52]1.[OH:39][C:40]([C:41]([F:42])([F:43])[F:44])=[O:45].[n:32]1[cH:33][c:34]([NH2:38])[cH:35][cH:36][cH:37]1>>[c:2]1([NH:38][c:34]2[cH:33][n:32][cH:37][cH:36][cH:35]2)[n:3][cH:4][c:5]([NH:8][C:9](=[O:10])[c:11]2[cH:12][c:13]([NH:18][C:19]([c:20]3[c:21]([CH3:30])[c:22]([C:26]([F:27])([F:28])[F:29])[cH:23][cH:24][cH:25]3)=[O:31])[cH:14][cH:15][c:16]2[CH3:17])[cH:6][n:7]1. Starting materials: FC(C(=O)O)(F)F.ClC=1C(=C2C(=NC1)NC(=N2)C2=CC=C(C=C2)CN2CCOCC2)N[C@H]2[C@H]([C@@H]1C=C[C@H]2C1)C(=O)N ((1S,2S,3R,4R)-3-[6-Chloro-2-(4-morpholin-4-ylmethyl-phenyl)-3H-imidazo[4,5-b]pyridine-7-ylamino]-bicyclo[2.2.1]hept-5-ene-2-carboxylic acid amide-trifluoroacetate salt), NC1=NC=C(C(=C1N)N[C@H]1[C@H]([C@@H]2C=C[C@H]1C2)C(=O)N)Cl ((1S,2S,3R,4R)-3-(2,3-Diamino-5-chloro-pyridin-4-ylamino)-bicyclo[2.2.1]hept-5-ene-2-carboxylic acid amide), COC1=C(C=O)C=CC=C1 (2-methoxybenzaldehyde). Yields the product ClC=1C(=C2C(=NC1)NC(=N2)C2=C(C=CC=C2)OC)N[C@H]2[C@H]([C@@H]1C=C[C@H]2C1)C(=O)N ((1S,2S,3R,4R)-3-[6-Chloro-2-(2-methoxy-phenyl)-3H-imidazo[4,5-b]pyridine-7-ylamino]-bicyclo[2.2.1]hept-5-ene-2-carboxylic acid amide). The yield is 96.0%. RXN SMILES: FC(F)(F)[C:3](O)=[O:4].[Cl:8][C:9]1[C:10]([NH:31][C@@H:32]2[C@@H:37]3[CH2:38][C@@H:34]([CH:35]=[CH:36]3)[C@@H:33]2[C:39]([NH2:41])=[O:40])=[C:11]2[N:17]=[C:16]([C:18]3[CH:23]=[CH:22][C:21](CN4CCOCC4)=[CH:20][CH:19]=3)[NH:15][C:12]2=[N:13][CH:14]=1.NC1C(N)=C(N[C@@H]2[C@@H]3C[C@@H](C=C3)[C@@H]2C(N)=O)C(Cl)=CN=1.COC1C=CC=CC=1C=O>>[Cl:8][C:9]1[C:10]([NH:31][C@@H:32]2[C@@H:37]3[CH2:38][C@@H:34]([CH:35]=[CH:36]3)[C@@H:33]2[C:39]([NH2:41])=[O:40])=[C:11]2[N:17]=[C:16]([C:18]3[CH:19]=[CH:20][CH:21]=[CH:22][C:23]=3[O:4][CH3:3])[NH:15][C:12]2=[N:13][CH:14]=1 |f:0.1|. Procedure: In the same fashion as for Compound III, (1S,2S,3R,4R)-3-(2,3-Diamino-5-chloro-pyridin-4-ylamino)-bicyclo[2.2.1]hept-5-ene-2-carboxylic acid amide and 2-methoxybenzaldehyde were reacted to produce the title compound (96%). 1H NMR (d-chloroform): 13.89 (br s, 1H) 8.31 (dd, J=1.8 Hz, 1H), 8.10 (d, J=9 Hz, 1H), 7.84 (s, 1H), 7.46 (m, 1H), 7.10 (t, J=8 Hz, 1H), 7.04 (d, J=8 Hz, 1H), 6.49 (m, 1H), 6.43 (m, 1H), 6.07 (br s, 1H), 5.60 (br s, 1H), 5.39 (t, J=8 Hz, 1H), 4.15 (s, 3H), 3.16 (s, 1H), 3.01 (... The product is C(C)C1=NC2=CC=C(N=C2C(=C1)OCC1=CC=C(C=C1)C1=C(C=CC=C1)C=1N=NN(N1)C(C1=CC=CC=C1)(C1=CC=CC=C1)C1=CC=CC=C1)OCCO (2-ethyl-6-(2-hydroxyethoxy)-4-[(2 '-(2-triphenylmethyl2H-tetrazol-5-yl)biphenyl-4-yl)methoxy]-1,5-naphthyridine). Solvent: O1CCCC1 (tetrahydrofuran), O1CCCC1 (THF), C(C)(=O)OCC (ethyl acetate). Procedure: A 1M solution of tetrabutylammonium fluoride in tetrahydrofuran (THF) (67.8 ml) was added to a solution of compound E (32.1 g) in dry THF (400 ml), and the solution was left to stand for 1 hour. The solution was then diluted with ethyl acetate (400 ml), washed with water (400 ml) and dried (MgSO4). Volatile material was removed by evaporation, and the residue triturated with ether to give 2-ethyl-6-(2-hydroxyethoxy)-4-[(2'-(2-triphenylmethyl-2H-tetrazol-5-yl)biphenyl-4-yl)methoxy]-1,5-naphthyrid... The yield is 89.9%. Starting materials: solution, [F-].C(CCC)[N+](CCCC)(CCCC)CCCC (tetrabutylammonium fluoride), [Si](C1=CC=CC=C1)(C1=CC=CC=C1)(C(C)(C)C)OCCOC=1N=C2C(=CC(=NC2=CC1)CC)OCC1=CC=C(C=C1)C1=C(C=CC=C1)C=1N=NN(N1)C(C1=CC=CC=C1)(C1=CC=CC=C1)C1=CC=CC=C1 (6-[2-(t-butyldiphenylsilyl)oxyethoxy]-2-ethyl-4-[(2'-(2-triphenylmethyl-2H-tetrazol-5-yl) biphenyl-4-yl)methoxy]-1,5-naphthyridine). Conditions: time 1 hour. RXN SMILES: [F-].C([N+](CCCC)(CCCC)CCCC)CCC.[Si]([O:36][CH2:37][CH2:38][O:39][C:40]1[N:41]=[C:42]2[C:47](=[CH:48][CH:49]=1)[N:46]=[C:45]([CH2:50][CH3:51])[CH:44]=[C:43]2[O:52][CH2:53][C:54]1[CH:59]=[CH:58][C:57]([C:60]2[CH:65]=[CH:64][CH:63]=[CH:62][C:61]=2[C:66]2[N:67]=[N:68][N:69]([C:71]([C:84]3[CH:89]=[CH:88][CH:87]=[CH:86][CH:85]=3)([C:78]3[CH:83]=[CH:82][CH:81]=[CH:80][CH:79]=3)[C:72]3[CH:77]=[CH:76][CH:75]=[CH:74][CH:73]=3)[N:70]=2)=[CH:56][CH:55]=1)(C(C)(C)C)(C1C=CC=CC=1)C1C=CC=CC=1>O1CCCC1.C(OCC)(=O)C>[CH2:50]([C:45]1[CH:44]=[C:43]([O:52][CH2:53][C:54]2[CH:55]=[CH:56][C:57]([C:60]3[CH:65]=[CH:64][CH:63]=[CH:62][C:61]=3[C:66]3[N:67]=[N:68][N:69]([C:71]([C:84]4[CH:85]=[CH:86][CH:87]=[CH:88][CH:89]=4)([C:78]4[CH:79]=[CH:80][CH:81]=[CH:82][CH:83]=4)[C:72]4[CH:77]=[CH:76][CH:75]=[CH:74][CH:73]=4)[N:70]=3)=[CH:58][CH:59]=2)[C:42]2[C:47](=[CH:48][CH:49]=[C:40]([O:39][CH2:38][CH2:37][OH:36])[N:41]=2)[N:46]=1)[CH3:51] |f:0.1|. Reactants: BrBr (Bromine), ClC1=CC=C(C=C1)C1=CC(=C(N1OC)C#N)C#N (5-(p-chlorophenyl)-1-methoxypyrrole-2,3-dicarbonitrile), C(C)(=O)[O-].[Na+] (sodium acetate). The solvent is C(C)(=O)O (acetic acid), O (water). Yields the product BrC=1C(=C(N(C1C1=CC=C(C=C1)Cl)OC)C#N)C#N (4-Bromo-5-(p-chlorophenyl)-1-methoxypyrrole-2,3-dicarbonitrile). Yield: 62.5%. As a reaction SMILES: [Br:1]Br.[Cl:3][C:4]1[CH:9]=[CH:8][C:7]([C:10]2[N:14]([O:15][CH3:16])[C:13]([C:17]#[N:18])=[C:12]([C:19]#[N:20])[CH:11]=2)=[CH:6][CH:5]=1.C([O-])(=O)C.[Na+]>C(O)(=O)C.O>[Br:1][C:11]1[C:12]([C:19]#[N:20])=[C:13]([C:17]#[N:18])[N:14]([O:15][CH3:16])[C:10]=1[C:7]1[CH:6]=[CH:5][C:4]([Cl:3])=[CH:9][CH:8]=1 |f:2.3|. Procedure details: Bromine (0.341 g, 0.00213 mol) is added to a stirred mixture of 5-(p-chlorophenyl)-1-methoxypyrrole-2,3-dicarbonitrile (0.5 g, 0.00193 mol) and sodium acetate (0.318 g, 0.00388 mol) in acetic acid. The reaction mixture is heated at 95° C.-100° C. overnight, cooled to room temperature, diluted with water and extracted with ethyl acetate. The combined ethyl acetate extracts are washed sequentially with water saturated sodium bicarbonate solution, aqueous sodium metabisulfite solution, water and br...